This data is from the Open Reaction Database (ORD), a public repository of structured organic reaction records. The task is: describe an organic reaction: reactants, conditions, products, and yield Reactants: O=C(OCC1C=CC(n2cc(C=CBr)c(=O)[nH]c2=O)O1)c1ccccc1, C1CCOC1, CO, ClCCl, [Na+], O=P([O-])([O-])[O-], [OH-]. Product: O=c1[nH]c(=O)n(C2C=CC(CO)O2)cc1C=CBr. RXN SMILES: [C:1](=[O:2])([c:3]1[cH:4][cH:5][cH:6][cH:7][cH:8]1)[O:9][CH2:10][CH:11]1[CH:12]=[CH:13][CH:14]([n:16]2[c:17](=[O:18])[nH:19][c:20](=[O:21])[c:22]([CH:24]=[CH:25][Br:26])[cH:23]2)[O:15]1.[CH2:39]1[O:40][CH2:41][CH2:42][CH2:43]1.[CH3:29][OH:30].[Cl:31][CH2:32][Cl:33].[Na+:28].[O-:34][P:35](=[O:36])([O-:37])[O-:38].[OH-:27]>>[OH:9][CH2:10][CH:11]1[CH:12]=[CH:13][CH:14]([n:16]2[c:17](=[O:18])[nH:19][c:20](=[O:21])[c:22]([CH:24]=[CH:25][Br:26])[cH:23]2)[O:15]1. Reaction SMILES: [BH4-:16].[Br:1][c:2]1[cH:3][c:4]([Cl:12])[c:5]([C:6](=[O:7])[O:8][CH3:9])[cH:10][cH:11]1.[CH3:19][CH2:20][OH:21].[Ca+2:15].[Cl-:13].[Cl-:14].[ClH:18].[Na+:17].[OH2:22]>>[Br:1][c:2]1[cH:3][c:4]([Cl:12])[c:5]([CH2:6][OH:7])[cH:10][cH:11]1. Starting materials: [BH4-], COC(=O)c1ccc(Br)cc1Cl, CCO, [Ca+2], [Cl-], [Cl-], Cl, [Na+], O. Yields the product OCc1ccc(Br)cc1Cl. Reactants: C(C)(=O)OC (methyl acetate), C1=CC(=CC=C1O)C (p-cresol), CI (methyl iodide), C1(=CC=CC=C1)P(C1=CC=CC=C1)C1=CC=CC=C1 (triphenylphosphine), [C]=O (carbon monoxide). The reagents and catalysts are [Pd](Cl)Cl (palladium chloride). The solvent is C(C)(=O)O (acetic acid). Yields the product C(C)(=O)OC1=CC=CC=C1 (phenyl acetate). Reaction SMILES: [C:1]([O:4][CH3:5])(=[O:3])[CH3:2].[CH:6]1[C:11](O)=[CH:10]C=[C:8](C)[CH:7]=1.CI.C1(P(C2C=CC=CC=2)C2C=CC=CC=2)C=CC=CC=1.[C]=O>[Pd](Cl)Cl.C(O)(=O)C>[C:1]([O:4][C:5]1[CH:10]=[CH:11][CH:6]=[CH:7][CH:8]=1)(=[O:3])[CH3:2] |^3:34|. Procedure details: A 300-ml autoclave equipped with an agitator was charged with 59.2 g of methyl acetate, 104 g of p-cresol, 1.8 g of palladium chloride, 31.5 g of methyl iodide and 5.8 g of triphenylphosphine, and the reaction was carried out at 195° C. and a carbon monoxide pressure of 28 kg/cm2 gauge (total pressure of 38 kg/cm2 gauge). The yields of acetic acid and phenyl acetate were 95.8% and 95.6%, respectively. The reaction was repeated several times, and the resulting reaction product liquids were collec... The reactants are FC(C(=O)O)(F)F.FC(C(=O)O)(F)F.ClC=1C=NC=2NC=3C=CC=C(CCC4=C(C=CC(NC1N2)=C4)NC(=O)[C@H]4NCCC4)C3 ((2S)—N-[6-chloro-2,4,8,22-tetraazatetracyclo[14.3.1.1(3,7).1(9,13)]docosa-1(20),3(22),4,6,9(21),10,12,16,18-nonaen-12-yl]pyrrolidine-2-carboxamide bis(trifluoroacetate)), C1(=CC=CC=C1)N=C=O (phenyl isocyanate). The yield is 44.0%. As a reaction SMILES: [F:1][C:2]([F:7])([F:6])[C:3]([OH:5])=[O:4].FC(F)(F)C(O)=O.[Cl:15][C:16]1[CH:17]=[N:18][C:19]2[NH:20][C:21]3[CH:22]=[CH:23][CH:24]=[C:25]([CH:45]=3)[CH2:26][CH2:27][C:28]3[CH:36]=[C:32]([NH:33][C:34]=1[N:35]=2)[CH:31]=[CH:30][C:29]=3[NH:37][C:38]([C@@H:40]1[CH2:44][CH2:43][CH2:42][NH:41]1)=[O:39].[C:46]1([N:52]=[C:53]=[O:54])[CH:51]=[CH:50][CH:49]=[CH:48][CH:47]=1>>[F:1][C:2]([F:7])([F:6])[C:3]([OH:5])=[O:4].[Cl:15][C:16]1[CH:17]=[N:18][C:19]2[NH:20][C:21]3[CH:22]=[CH:23][CH:24]=[C:25]([CH:45]=3)[CH2:26][CH2:27][C:28]3[CH:36]=[C:32]([NH:33][C:34]=1[N:35]=2)[CH:31]=[CH:30][C:29]=3[NH:37][C:38]([C@@H:40]1[CH2:44][CH2:43][CH2:42][N:41]1[C:53]([NH:52][C:46]1[CH:51]=[CH:50][CH:49]=[CH:48][CH:47]=1)=[O:54])=[O:39] |f:0.1.2,4.5|. The product is FC(C(=O)O)(F)F.ClC=1C=NC=2NC=3C=CC=C(CCC4=C(C=CC(NC1N2)=C4)NC(=O)[C@H]4N(CCC4)C(=O)NC4=CC=CC=C4)C3 ((2S)—N(2)-[6-Chloro-2,4,8,22-tetraazatetracyclo[14.3.1.1(3,7).1(9,13)]docosa-1(20),3(22),4,6,9(21),10,12,16,18-nonaen-12-yl]-N(1)-phenylpyrrolidine-1,2-dicarboxamide trifluoroacetate). Procedure details: The desired compound was prepared according to the procedure of Example A9, step H using (2S)—N-[6-chloro-2,4,8,22-tetraazatetracyclo[14.3.1.1(3,7).1(9,13)]docosa-1(20),3(22),4,6,9(21),10,12,16,18-nonaen-12-yl]pyrrolidine-2-carboxamide bis(trifluoroacetate) and phenyl isocyanate as starting materials in 44% yield. 1H NMR (300 MHz, DMSO-d6): δ 9.43 (s, 2H), 9.36 (s, 1H), 8.30 (s, 1H), 8.11 (s, 1H), 7.98 (s, 1H), 7.72 (s, 1H), 7.58 (d, 2H), 7.25 (m, 3H), 7.04 (m, 2H), 6.95 (m, 1H), 6.85 (d, 1H), 4... As a reaction SMILES: [C:22]([OH:23])(=[O:24])[CH3:25].[CH2:26]1[O:27][CH2:28][CH2:29][CH2:30]1.[CH3:3][O:4][C:5](=[O:6])[O:7][CH3:8].[CH3:9][O:10][c:11]1[cH:12][cH:13][c:14]2[c:19]([cH:20]1)[C:18](=[O:21])[CH2:17][CH2:16][CH2:15]2.[H-:1].[Na+:2].[OH2:31]>>[C:5](=[O:6])([O:7][CH3:8])[CH:17]1[CH2:16][CH2:15][c:14]2[cH:13][cH:12][c:11]([O:10][CH3:9])[cH:20][c:19]2[C:18]1=[O:21]. The product is COC(=O)C1CCc2ccc(OC)cc2C1=O. Reactants: CC(=O)O, C1CCOC1, COC(=O)OC, COc1ccc2c(c1)C(=O)CCC2, [H-], [Na+], O. The reactants are Cl (Hydrochloric acid), FC=1C(=CN(C1C1=CC=CC=C1)S(=O)(=O)C1=CC=CC=C1)C=O (4-Fluoro-5-phenyl-1-(phenylsulfonyl)-1H-pyrrole-3-carbaldehyde), CO.CN (methylamine methanol), [BH4-].[Na+] (Sodium borohydride), C(O)([O-])=O.[Na+] (sodium hydrogencarbonate). Solvent: CO (methanol). Reaction conditions: time 30 minute. Yields the product Cl.FC=1C(=CN(C1C1=CC=CC=C1)S(=O)(=O)C1=CC=CC=C1)CNC (1-[4-Fluoro-5-phenyl-1-(phenylsulfonyl)-1H-pyrrol-3-yl]-N-methylmethanamine hydrochloride). The yield is 9.0%. As a reaction SMILES: [F:1][C:2]1[C:3]([CH:22]=O)=[CH:4][N:5]([S:13]([C:16]2[CH:21]=[CH:20][CH:19]=[CH:18][CH:17]=2)(=[O:15])=[O:14])[C:6]=1[C:7]1[CH:12]=[CH:11][CH:10]=[CH:9][CH:8]=1.CO.[CH3:26][NH2:27].[BH4-].[Na+].[ClH:30].C(=O)([O-])O.[Na+]>CO>[ClH:30].[F:1][C:2]1[C:3]([CH2:22][NH:27][CH3:26])=[CH:4][N:5]([S:13]([C:16]2[CH:21]=[CH:20][CH:19]=[CH:18][CH:17]=2)(=[O:15])=[O:14])[C:6]=1[C:7]1[CH:12]=[CH:11][CH:10]=[CH:9][CH:8]=1 |f:1.2,3.4,6.7,9.10|. Reported procedure: 4-Fluoro-5-phenyl-1-(phenylsulfonyl)-1H-pyrrole-3-carbaldehyde (10 mg) was dissolved in methanol (5 mL), 40% methylamine methanol solution (236 mg) was added at room temperature, and the mixture was stirred for 30 min. Sodium borohydride (12 mg) was added at room temperature, and the 5 mixture was stirred for 10 min. 1 mol/L Hydrochloric acid (20 mL) was added, and the mixture was stirred for 5 min. The reaction mixture was alkalized with a saturated aqueous sodium hydrogencarbonate solution and... Reaction SMILES: [C:1](=[O:2])([CH3:3])[N:4]([S:5](=[O:6])(=[O:7])[c:8]1[cH:9][cH:10][c:11](-[n:14]2[n:15][c:16]([C:37](=[O:38])[NH2:39])[c:17]3[c:22]2-[c:21]2[c:20]([cH:26][cH:25][c:24]([NH:27][C:28]([c:29]4[c:30]([Cl:35])[cH:31][cH:32][cH:33][cH:34]4)=[O:36])[cH:23]2)[CH2:19][CH2:18]3)[cH:12][cH:13]1)[CH2:40][CH:41]=[CH2:42].[CH3:45][CH2:46][OH:47].[Na+:44].[OH-:43]>>[NH:4]([S:5](=[O:6])(=[O:7])[c:8]1[cH:9][cH:10][c:11](-[n:14]2[n:15][c:16]([C:37](=[O:38])[NH2:39])[c:17]3[c:22]2-[c:21]2[c:20]([cH:26][cH:25][c:24]([NH:27][C:28]([c:29]4[c:30]([Cl:35])[cH:31][cH:32][cH:33][cH:34]4)=[O:36])[cH:23]2)[CH2:19][CH2:18]3)[cH:12][cH:13]1)[CH2:40][CH:41]=[CH2:42]. The product is C=CCNS(=O)(=O)c1ccc(-n2nc(C(N)=O)c3c2-c2cc(NC(=O)c4ccccc4Cl)ccc2CC3)cc1. Reactants: C=CCN(C(C)=O)S(=O)(=O)c1ccc(-n2nc(C(N)=O)c3c2-c2cc(NC(=O)c4ccccc4Cl)ccc2CC3)cc1, CCO, [Na+], [OH-]. The reactants are C1CCOC1, COC(=O)c1ccc(S(=O)(=O)n2cc(C3CCCC3)c3ccccc32)cc1, [Na+], [OH-]. Yields the product O=C(O)c1ccc(S(=O)(=O)n2cc(C3CCCC3)c3ccccc32)cc1. As a reaction SMILES: [CH2:30]1[O:31][CH2:32][CH2:33][CH2:34]1.[CH3:1][O:2][C:3]([c:4]1[cH:5][cH:6][c:7]([S:10](=[O:11])(=[O:12])[n:13]2[cH:14][c:15]([CH:22]3[CH2:23][CH2:24][CH2:25][CH2:26]3)[c:16]3[cH:17][cH:18][cH:19][cH:20][c:21]23)[cH:8][cH:9]1)=[O:27].[Na+:29].[OH-:28]>>[O:2]=[C:3]([c:4]1[cH:5][cH:6][c:7]([S:10](=[O:11])(=[O:12])[n:13]2[cH:14][c:15]([CH:22]3[CH2:23][CH2:24][CH2:25][CH2:26]3)[c:16]3[cH:17][cH:18][cH:19][cH:20][c:21]23)[cH:8][cH:9]1)[OH:27].